Dataset: the Open Reaction Database (ORD), a public repository of structured organic reaction records. Task: describe an organic reaction: reactants, conditions, products, and yield Reactants: Cl.NCC=1C=C(C(C(=O)OC)=CC1)O (Methyl 4-aminomethylsalicylate hydrochloride), C(C)(C)N(C(C)C)CC (N,N-diisopropylethylamine), C1(CCC(N1OC(CCCCCNC(=O)OC(C)(C)C)=O)=O)=O (N-tert-butoxycarbonyl-6-aminohexanoic acid succinimidyl ester). Solvent: CN(C=O)C (N,N-dimethylformamide). Reaction conditions: time 18 hour. The product is C(C)(C)(C)OC(=O)NCCCCCC(=O)NCOC=1C(C(=O)OC)=CC=CC1 (methyl (N-tert-butoxycarbonyl-6-aminohexanoyl)aminomethylsalicylate). The yield is 80.0%. As a reaction SMILES: Cl.NC[C:4]1[CH:5]=[C:6]([OH:14])[C:7](=[CH:12][CH:13]=1)[C:8]([O:10][CH3:11])=[O:9].[CH:15]([N:18](CC)C(C)C)(C)C.C1(=O)N(O[C:30](=[O:44])[CH2:31][CH2:32][CH2:33][CH2:34][CH2:35][NH:36][C:37]([O:39][C:40]([CH3:43])([CH3:42])[CH3:41])=[O:38])C(=O)CC1>CN(C)C=O>[C:40]([O:39][C:37]([NH:36][CH2:35][CH2:34][CH2:33][CH2:32][CH2:31][C:30]([NH:18][CH2:15][O:14][C:6]1[C:7](=[CH:12][CH:13]=[CH:4][CH:5]=1)[C:8]([O:10][CH3:11])=[O:9])=[O:44])=[O:38])([CH3:41])([CH3:42])[CH3:43] |f:0.1|. Reported procedure: Methyl 4-aminomethylsalicylate hydrochloride (2.25 g, 10.3 mmoles) was suspended in anhydrous N,N-dimethylformamide (30 mL), and N,N-diisopropylethylamine (3.6 mL, 20.7 mmoles) was added, followed by N-tert-butoxycarbonyl-6-aminohexanoic acid succinimidyl ester (3.38 g, 10.3 mmoles). The mixture was stirred under dry nitrogen for 18 hours, during which time all solids dissolved. The solvent was then evaporated to leave a light brown syrup, which was partitioned between ethyl acetate (100 mL) and... Reactants: C1CCOC1, CCC(C)[BH-](C(C)CC)C(C)CC, CC1CN(C(C)c2ccc(F)nc2F)C(=O)C(=O)O1, [Li+], [Na+], [Na+], [OH-], OO, O=S([O-])O. Yields the product CC1CN(C(C)c2ccc(F)nc2F)C(=O)C(O)O1. As a reaction SMILES: [CH2:43]1[O:44][CH2:45][CH2:46][CH2:47]1.[CH:1]([BH-:2]([CH:3]([CH2:4][CH3:5])[CH3:6])[CH:7]([CH2:8][CH3:9])[CH3:10])([CH2:11][CH3:12])[CH3:13].[F:15][c:16]1[n:17][c:18]([F:33])[cH:19][cH:20][c:21]1[CH:22]([CH3:23])[N:24]1[C:25](=[O:32])[C:26](=[O:31])[O:27][CH:28]([CH3:30])[CH2:29]1.[Li+:14].[Na+:35].[Na+:38].[OH-:34].[OH:36][OH:37].[OH:39][S:40](=[O:41])[O-:42]>>[F:15][c:16]1[n:17][c:18]([F:33])[cH:19][cH:20][c:21]1[CH:22]([CH3:23])[N:24]1[C:25](=[O:32])[CH:26]([OH:31])[O:27][CH:28]([CH3:30])[CH2:29]1.